From a dataset of the Open Reaction Database (ORD), a public repository of structured organic reaction records. describe an organic reaction: reactants, conditions, products, and yield The reactants are O=C(O)C1CCCCC1, NCC(=O)NC(c1cccc(F)c1)c1cccc(F)c1. Yields the product O=C(CNC(=O)C1CCCCC1)NC(c1cccc(F)c1)c1cccc(F)c1. RXN SMILES: [CH:21]1([C:27](=[O:28])[OH:29])[CH2:22][CH2:23][CH2:24][CH2:25][CH2:26]1.[NH2:1][CH2:2][C:3](=[O:4])[NH:5][CH:6]([c:7]1[cH:8][c:9]([F:13])[cH:10][cH:11][cH:12]1)[c:14]1[cH:15][c:16]([F:20])[cH:17][cH:18][cH:19]1>>[NH:1]([CH2:2][C:3](=[O:4])[NH:5][CH:6]([c:7]1[cH:8][c:9]([F:13])[cH:10][cH:11][cH:12]1)[c:14]1[cH:15][c:16]([F:20])[cH:17][cH:18][cH:19]1)[C:27]([CH:21]1[CH2:22][CH2:23][CH2:24][CH2:25][CH2:26]1)=[O:28].